This data is from the Open Reaction Database (ORD), a public repository of structured organic reaction records. The task is: describe an organic reaction: reactants, conditions, products, and yield Reactants: O=C([O-])O, C[O+](C)C, ClCCl, F[B-](F)(F)F, [Na+], O=C1CC(c2nc(-c3ccccc3)no2)CCN1. Product: COC1=NCCC(c2nc(-c3ccccc3)no2)C1. RXN SMILES: [C:28](=[O:29])([OH:30])[O-:31].[CH3:24][O+:25]([CH3:26])[CH3:27].[Cl:33][CH2:34][Cl:35].[F:19][B-:20]([F:21])([F:22])[F:23].[Na+:32].[c:1]1(-[c:7]2[n:8][o:9][c:10]([CH:12]3[CH2:13][C:14](=[O:18])[NH:15][CH2:16][CH2:17]3)[n:11]2)[cH:2][cH:3][cH:4][cH:5][cH:6]1>>[c:1]1(-[c:7]2[n:8][o:9][c:10]([CH:12]3[CH2:13][C:14]([O:18][CH3:24])=[N:15][CH2:16][CH2:17]3)[n:11]2)[cH:2][cH:3][cH:4][cH:5][cH:6]1. The reactants are BrCC(=O)OC(C)(C)C (t-butyl bromoacetate), CC=1C=C(C=CC1[N+](=O)[O-])O (3-methyl-4-nitrophenol), C([O-])([O-])=O.[K+].[K+] (potassium carbonate). Run in CC(=O)C (acetone). The product is CC=1C=C(OCC(=O)OC(C)(C)C)C=CC1[N+](=O)[O-] (t-butyl 3-methyl-4-nitrophenoxyacetate). As a reaction SMILES: Br[CH2:2][C:3]([O:5][C:6]([CH3:9])([CH3:8])[CH3:7])=[O:4].[CH3:10][C:11]1[CH:12]=[C:13]([OH:20])[CH:14]=[CH:15][C:16]=1[N+:17]([O-:19])=[O:18].C(=O)([O-])[O-].[K+].[K+]>CC(C)=O>[CH3:10][C:11]1[CH:12]=[C:13]([CH:14]=[CH:15][C:16]=1[N+:17]([O-:19])=[O:18])[O:20][CH2:2][C:3]([O:5][C:6]([CH3:9])([CH3:8])[CH3:7])=[O:4] |f:2.3.4|. Procedure: In a similar manner to Example 2, starting material step (b), t-butyl bromoacetate (2.9 ml), 3-methyl-4-nitrophenol (2.5 g), anhydrous potassium carbonate (2.7 g) and acetone (100 ml) were reacted to give t-butyl 3-methyl-4-nitrophenoxyacetate (4.19 g) as an off-white solid: NMR Spectrum (DMSO-d6) 1.44 (9H, s), 2.56 (3H, s), 4.71 (2H, s), 6.94 (1H, dd), 7.03 (1H, d), 8.06 (1H, d); Mass Spectrum m/Z 268 (M+H)+. Reactants: [Al+3], C1CCOC1, [Cl-], COC(=O)c1ccc(-c2ccc(OC)cc2)cc1F, [H-], [H-], [H-], [H-], [Li+], [NH4+]. The product is COc1ccc(-c2ccc(CO)c(F)c2)cc1. As a reaction SMILES: [Al+3:21].[CH2:28]1[O:29][CH2:30][CH2:31][CH2:32]1.[Cl-:26].[F:1][c:2]1[cH:3][c:4](-[c:12]2[cH:13][cH:14][c:15]([O:18][CH3:19])[cH:16][cH:17]2)[cH:5][cH:6][c:7]1[C:8](=[O:9])[O:10][CH3:11].[H-:20].[H-:23].[H-:24].[H-:25].[Li+:22].[NH4+:27]>>[F:1][c:2]1[cH:3][c:4](-[c:12]2[cH:13][cH:14][c:15]([O:18][CH3:19])[cH:16][cH:17]2)[cH:5][cH:6][c:7]1[CH2:8][OH:9]. The reactants are ClC=1C=C(C=2N(N1)C=CN2)NC2=NC(=CC=C2)N2[C@H](CCC2)C ((S)-6-chloro-N-(6-(2-methylpyrrolidin-1-yl)pyridin-2-yl)imidazo[1,2-b]pyridazin-8-amine), CC1(OB(OC1(C)C)C1=CC2=C(N=CS2)C=C1)C (6-(4,4,5,5-tetramethyl-1,3,2-dioxaborolan-2-yl)benzo[d]thiazole), CC(C)C1=CC(=C(C(=C1)C(C)C)C2=C(C=CC=C2)P(C3CCCCC3)C4CCCCC4)C(C)C (X-phos), C(=O)([O-])[O-].[Na+].[Na+] (Na2CO3). Reagents/catalysts: C=1C=CC(=CC1)/C=C/C(=O)/C=C/C2=CC=CC=C2.C=1C=CC(=CC1)/C=C/C(=O)/C=C/C2=CC=CC=C2.C=1C=CC(=CC1)/C=C/C(=O)/C=C/C2=CC=CC=C2.[Pd].[Pd] (Pd2(dba)3). Run in O1CCOCC1 (dioxane), O (water). Reaction conditions: temperature 100 celsius. Product: S1C=NC2=C1C=C(C=C2)C=2C=C(C=1N(N2)C=CN1)NC1=NC(=CC=C1)N1[C@H](CCC1)C ((S)-6-(benzo[d]thiazol-6-yl)-N-(6-(2-methylpyrrolidin-1-yl)pyridin-2-yl)imidazo[1,2-b]pyridazin-8-amine). Yield: 29.8%. RXN SMILES: Cl[C:2]1[CH:3]=[C:4]([NH:11][C:12]2[CH:17]=[CH:16][CH:15]=[C:14]([N:18]3[CH2:22][CH2:21][CH2:20][C@@H:19]3[CH3:23])[N:13]=2)[C:5]2[N:6]([CH:8]=[CH:9][N:10]=2)[N:7]=1.CC1(C)C(C)(C)OB([C:32]2[CH:40]=[CH:39][C:35]3[N:36]=[CH:37][S:38][C:34]=3[CH:33]=2)O1.CC(C1C=C(C(C)C)C(C2C=CC=CC=2P(C2CCCCC2)C2CCCCC2)=C(C(C)C)C=1)C.C([O-])([O-])=O.[Na+].[Na+]>O1CCOCC1.O.C1C=CC(/C=C/C(/C=C/C2C=CC=CC=2)=O)=CC=1.C1C=CC(/C=C/C(/C=C/C2C=CC=CC=2)=O)=CC=1.C1C=CC(/C=C/C(/C=C/C2C=CC=CC=2)=O)=CC=1.[Pd].[Pd]>[S:38]1[C:34]2[CH:33]=[C:32]([C:2]3[CH:3]=[C:4]([NH:11][C:12]4[CH:17]=[CH:16][CH:15]=[C:14]([N:18]5[CH2:22][CH2:21][CH2:20][C@@H:19]5[CH3:23])[N:13]=4)[C:5]4[N:6]([CH:8]=[CH:9][N:10]=4)[N:7]=3)[CH:40]=[CH:39][C:35]=2[N:36]=[CH:37]1 |f:3.4.5,8.9.10.11.12|. Procedure details: A mixture of (S)-6-chloro-N-(6-(2-methylpyrrolidin-1-yl)pyridin-2-yl)imidazo[1,2-b]pyridazin-8-amine (0.15 g, 0.456 mmol), 6-(4,4,5,5-tetramethyl-1,3,2-dioxaborolan-2-yl)benzo[d]thiazole (0.119 g, 0.456 mmol), Pd2(dba)3 (0.052 g, 0.09 mmol), X-phos (0.087 g, 0.18 mmol) and Na2CO3 (0.145 g, 1.368 mmol) in dioxane (20 mL) and water (5 mL) was heated to 100° C. for 16 h in a sealed tube under N2 atmosphere then concentrated in vacuo. The residue was purified by chromatography (silica gel, 15 g, 200... The reactants are Br, ClCCl, CC(C)(C)N, CC(NC(C)(C)C)C(=O)c1cccc(Cl)c1, O=C(CCCl)c1ccccc1. Product: CC(NC(C)(C)C)C(=O)c1cccc(Cl)c1, Cc1ccccc1. Reaction SMILES: [Br:12].[CH2:34]([Cl:35])[Cl:36].[CH3:13][C:14]([NH2:15])([CH3:16])[CH3:17].[CH3:18][CH:19]([NH:20][C:21]([CH3:22])([CH3:23])[CH3:24])[C:25](=[O:26])[c:27]1[cH:28][cH:29][cH:30][c:31]([Cl:32])[cH:33]1.[Cl:1][CH2:2][CH2:3][C:4](=[O:5])[c:6]1[cH:7][cH:8][cH:9][cH:10][cH:11]1>>[CH3:18][CH:19]([NH:20][C:21]([CH3:22])([CH3:23])[CH3:24])[C:25](=[O:26])[c:27]1[cH:28][cH:29][cH:30][c:31]([Cl:32])[cH:33]1.[CH3:4][c:6]1[cH:7][cH:8][cH:9][cH:10][cH:11]1. The reactants are C1CCOC1, COC(=O)CN(CCNC(=O)OC(C)(C)C)C(=O)Cc1cc2ccc(C)nc2[nH]c1=O, [Li+], [OH-], O. The product is Cc1ccc2cc(CC(=O)N(CCNC(=O)OC(C)(C)C)CC(=O)O)c(=O)[nH]c2n1. Reaction SMILES: [CH2:35]1[O:36][CH2:37][CH2:38][CH2:39]1.[CH3:1][c:2]1[cH:3][cH:4][c:5]2[cH:6][c:7]([CH2:13][C:14](=[O:15])[N:16]([CH2:17][C:18](=[O:19])[O:20][CH3:21])[CH2:22][CH2:23][NH:24][C:25](=[O:26])[O:27][C:28]([CH3:29])([CH3:30])[CH3:31])[c:8](=[O:12])[nH:9][c:10]2[n:11]1.[Li+:33].[OH-:32].[OH2:34]>>[CH3:1][c:2]1[cH:3][cH:4][c:5]2[cH:6][c:7]([CH2:13][C:14](=[O:15])[N:16]([CH2:17][C:18](=[O:19])[OH:20])[CH2:22][CH2:23][NH:24][C:25](=[O:26])[O:27][C:28]([CH3:29])([CH3:30])[CH3:31])[c:8](=[O:12])[nH:9][c:10]2[n:11]1. Starting materials: COC(C)(C)OC (dimethoxypropane), S(O)(O)(=O)=O (sulfuric acid), C(=O)(O)C1CC=2C(=CSC2)C1 (5-(carboxy)-2,4,5,6-tetrahydrocyclopenta[c]thiophene). Solvent: CO (methanol). Reaction conditions: time 1 day. The product is C(=O)(OC)C1CC=2C(=CSC2)C1 (5-(carbomethoxy)-2,4,5,6-tetrahydro-cyclopenta[c]thiophene). As a reaction SMILES: [C:1]([CH:4]1[CH2:11][C:7]2=[CH:8][S:9][CH:10]=[C:6]2[CH2:5]1)([OH:3])=[O:2].[CH3:12]OC(OC)(C)C.S(=O)(=O)(O)O>CO>[C:1]([CH:4]1[CH2:11][C:7]2=[CH:8][S:9][CH:10]=[C:6]2[CH2:5]1)([O:3][CH3:12])=[O:2]. Procedure details: Dissolve 5-(carboxy)-2,4,5,6-tetrahydrocyclopenta[c]thiophene (3.95 g, 23.5 mmol) in methanol (60 mL) and treat with dimethoxypropane (5.8 mL, 47 mmol) and sulfuric acid (0.8 mL). Stir at room temperature for 1 day. Evaporate the solvent in vacuo, dilute with methylene chloride (75 mL) and wash with saturated sodium hydrogen carbonate (35 mL). Extract the aqueous phase with methylene chloride (30 mL), wash combined organics with brine (30 mL) and dry (Na2SO4). Evaporate the solvent in vacuo and ... Starting materials: C(C)(C)(C)OC(N[C@@H]1CN(CC1)C=1C=CC=2N(N1)C(=CN2)Br)=O ([(S)-1-(3-Bromo-imidazo[1,2-b]pyridazin-6-yl)-pyrrolidin-3-yl]-carbamic acid tert-butyl ester), IC (Iodomethane), [H-].[Na+] (sodium hydride), oil. The solvent is CN(C)C=O (DMF). Conditions: temperature 0 celsius, time 5 minute. The product is BrC1=CN=C2N1N=C(C=C2)N2C[C@H](CC2)NC ([(S)-1-(3-Bromo-imidazo[1,2-b]pyridazin-6-yl)-pyrrolidin-3-yl]-methyl-amine). Yield: 103.6%. RXN SMILES: C(O[C:6](=O)[NH:7][C@H:8]1[CH2:12][CH2:11][N:10]([C:13]2[CH:14]=[CH:15][C:16]3[N:17]([C:19]([Br:22])=[CH:20][N:21]=3)[N:18]=2)[CH2:9]1)(C)(C)C.IC.[H-].[Na+]>CN(C=O)C>[Br:22][C:19]1[N:17]2[N:18]=[C:13]([N:10]3[CH2:11][CH2:12][C@H:8]([NH:7][CH3:6])[CH2:9]3)[CH:14]=[CH:15][C:16]2=[N:21][CH:20]=1 |f:2.3|. Procedure: [(S)-1-(3-Bromo-imidazo[1,2-b]pyridazin-6-yl)-pyrrolidin-3-yl]-carbamic acid tert-butyl ester (1.2 g, 3.1 mmol) taken up in 15 mL DMF and cooled to 0° C. in an ice bath. Iodomethane (342 uL, 5.42 mmol) added and stirred 5 minutes. Then sodium hydride 60% in oil (251 mg, 6.2 mmol) was slowly added. Reaction stirred 5 minutes at 0° C. then removed from ice bath and stirred 30 minutes at room temperature. Reaction was quenched with ice then extracted with ethyl acetate 2×. Ethyl acetate fractions c...